Dataset: the Open Reaction Database (ORD), a public repository of structured organic reaction records. Task: describe an organic reaction: reactants, conditions, products, and yield The reactants are N(=NC(=O)OCC)C(=O)OCC (Diethyl azodicarboxylate), C1(CCCC1)N(C(C1=C(C=C(C=C1)OC)O)=O)O (N-cyclopentyl-N, 2-dihydroxy-4-methoxybenzamide), C1(=CC=CC=C1)P(C1=CC=CC=C1)C1=CC=CC=C1 (triphenylphosphine). Solvent: O1CCCC1 (tetrahydrofuran). Product: C1(CCCC1)N1OC2=C(C1=O)C=CC(=C2)OC (2-cyclopentyl-6-methoxybenzo[d]isoxazol-3(2H)-one). Isolated yield 45.9%. As a reaction SMILES: N(C(OCC)=O)=NC(OCC)=O.[CH:13]1([N:18]([OH:30])[C:19](=[O:29])[C:20]2[CH:25]=[CH:24][C:23]([O:26][CH3:27])=[CH:22][C:21]=2O)[CH2:17][CH2:16][CH2:15][CH2:14]1.C1(P(C2C=CC=CC=2)C2C=CC=CC=2)C=CC=CC=1>O1CCCC1>[CH:13]1([N:18]2[C:19](=[O:29])[C:20]3[CH:25]=[CH:24][C:23]([O:26][CH3:27])=[CH:22][C:21]=3[O:30]2)[CH2:14][CH2:15][CH2:16][CH2:17]1. Procedure: Diethyl azodicarboxylate was added dropwise to a cooled solution of N-cyclopentyl-N, 2-dihydroxy-4-methoxybenzamide (0.71 g, 2.8 mmol), and triphenylphosphine (0.89 g, 3.4 mmol) in tetrahydrofuran (30 mL) The reaction mixture was warmed to room temperature and quenched with 1:1 CH3OH:CH3CO2H (0.2 mL). Removal of the solvent in vacuo followed by chromatographic separation on silica gel afforded 2-cyclopentyl-6-methoxybenzo[d]isoxazol-3(2H)-one as pale yellow solid (0.3 g, 46%). 1H NMR (300 MHz, D... Starting materials: N1CCC(CC1)NC1=NC2=C(N1CC1=CC=NC3=CC=CC=C13)C=CC=C2 (N-(4-piperidinyl)-1-(4-quinolinylmethyl)-1H-benzimidazol-2-amine), ClCC#N (chloroacetonitrile), [I-].[K+] (potassium iodide), C([O-])([O-])=O.[K+].[K+] (potassium carbonate). Solvent: CC(CC(C)=O)C (4-methyl-2-pentanone), O (H2O). Product: N1=CC=C(C2=CC=CC=C12)CN1C(=NC2=C1C=CC=C2)NC2CCN(CC2)CC#N (4-[[1-(4-quinolinylmethyl)1H-benzimidazol-2-yl]amino]-1-piperidineacetonitrile). Yield: 18.4%. Reaction SMILES: [NH:1]1[CH2:6][CH2:5][CH:4]([NH:7][C:8]2[N:12]([CH2:13][C:14]3[C:23]4[C:18](=[CH:19][CH:20]=[CH:21][CH:22]=4)[N:17]=[CH:16][CH:15]=3)[C:11]3[CH:24]=[CH:25][CH:26]=[CH:27][C:10]=3[N:9]=2)[CH2:3][CH2:2]1.Cl[CH2:29][C:30]#[N:31].[I-].[K+].C(=O)([O-])[O-].[K+].[K+]>CC(C)CC(=O)C.O>[N:17]1[C:18]2[C:23](=[CH:22][CH:21]=[CH:20][CH:19]=2)[C:14]([CH2:13][N:12]2[C:11]3[CH:24]=[CH:25][CH:26]=[CH:27][C:10]=3[N:9]=[C:8]2[NH:7][CH:4]2[CH2:3][CH2:2][N:1]([CH2:29][C:30]#[N:31])[CH2:6][CH2:5]2)=[CH:15][CH:16]=1 |f:2.3,4.5.6|. Procedure details: A mixture of N-(4-piperidinyl)-1-(4-quinolinylmethyl)-1H-benzimidazol-2-amine (comp. 23) (0.0129 mol), chloroacetonitrile (0.0155 mol), potassium iodide (0.00129 mol) and potassium carbonate (0.0258 mol) in 4-methyl-2-pentanone (80 ml) was stirred and refluxed for 5 hours. H2O was added. The solvent was evaporated. H2O and CH2Cl2 were added. The precipitate was filtered off. The filtrate was separated into its layers. The organic layer was dried (MgSO4), filtered and the solvent was evaporated. ... Reactants: C(C)NC=1OC2=C(N1)C=CC(=C2)CCC=2OC=CC2 (2-ethylamino-6-[2-(2-furyl)ethyl]benzoxazole), C([O-])(O)=O.[Na+] (sodium bicarbonate), C(C)(=O)OC(C)=O (acetic anhydride), C(=O)O (formic acid). Procedure: A mixture of acetic anhydride (1.13 ml) and formic acid (0.45 ml) was stirred at 50° C. for 40 minutes. Tetrahydrofuran (10 ml) and 2-ethylamino-6-[2-(2-furyl)ethyl]benzoxazole (1.02 g) was added thereto and the mixture was stirred at the same temperature for further 6 hours. After cooling, the mixture was neutralized with aqueous sodium bicarbonate and extracted with ethyl acetate. The extract was washed with water dried over magnesium sulfate and evaporated in vacuo to give 2-(N-ethylformamido... Reaction SMILES: [C:1](OC(=O)C)(=[O:3])C.C(O)=O.[CH2:11]([NH:13][C:14]1[O:15][C:16]2[CH:22]=[C:21]([CH2:23][CH2:24][C:25]3[O:26][CH:27]=[CH:28][CH:29]=3)[CH:20]=[CH:19][C:17]=2[N:18]=1)[CH3:12].C(=O)(O)[O-].[Na+]>O1CCCC1>[CH2:11]([N:13]([C:14]1[O:15][C:16]2[CH:22]=[C:21]([CH2:23][CH2:24][C:25]3[O:26][CH:27]=[CH:28][CH:29]=3)[CH:20]=[CH:19][C:17]=2[N:18]=1)[CH:1]=[O:3])[CH3:12] |f:3.4|. Yields the product C(C)N(C=O)C=1OC2=C(N1)C=CC(=C2)CCC=2OC=CC2 (2-(N-ethylformamido)-6-[2-(2-furyl)ethyl]benzoxazole). Run in O1CCCC1 (Tetrahydrofuran). Conditions: temperature 50 celsius, time 40 minute. Starting materials: [Cl-].[Li+] (lithium chloride), C(C)(C)(C)C=1C=C(C(=O)N2CS(C3=C2C=CC=C3)(=O)=O)C=C(C1OC)S(=O)(=O)C (3-(3-t-butyl-4-methoxy-5-methylsulfonylbenzoyl)-1,1-dioxo-2,3-dihydro-1,3-benzothiazole), Cl (hydrochloric acid). Run in CN(C=O)C (N,N-dimethylformamide). Run at temperature 130 celsius, time 2 hour. Yields the product C(C)(C)(C)C=1C=C(C(=O)N2CS(C3=C2C=CC=C3)(=O)=O)C=C(C1O)S(=O)(=O)C (3-(3-t-butyl-4-hydroxy-5-methylsulfonylbenzoyl)-1,1-dioxo-2,3-dihydro-1,3-benzothiazole). Isolated yield 89.5%. RXN SMILES: [C:1]([C:5]1[CH:6]=[C:7]([CH:21]=[C:22]([S:26]([CH3:29])(=[O:28])=[O:27])[C:23]=1[O:24]C)[C:8]([N:10]1[C:14]2[CH:15]=[CH:16][CH:17]=[CH:18][C:13]=2[S:12](=[O:20])(=[O:19])[CH2:11]1)=[O:9])([CH3:4])([CH3:3])[CH3:2].[Cl-].[Li+].Cl>CN(C)C=O>[C:1]([C:5]1[CH:6]=[C:7]([CH:21]=[C:22]([S:26]([CH3:29])(=[O:28])=[O:27])[C:23]=1[OH:24])[C:8]([N:10]1[C:14]2[CH:15]=[CH:16][CH:17]=[CH:18][C:13]=2[S:12](=[O:20])(=[O:19])[CH2:11]1)=[O:9])([CH3:4])([CH3:2])[CH3:3] |f:1.2|. Procedure: 3-(3-t-butyl-4-methoxy-5-methylsulfonylbenzoyl)-1,1-dioxo-2,3-dihydro-1,3-benzothiazole (232 mg) was dissolved in N,N-dimethylformamide (5 mL), and lithium chloride (225 mg) was added to the solution, and then the mixture was stirred at 130° C. for 2 hours. To the reaction solution, 1N hydrochloric acid was added, and then the mixture was extracted with ethyl acetate. The organic layer was washed with water, 1N hydrochloric acid and saturated brine, and then dried over anhydrous sodium sulfate. ... The reactants are ClC=1C=CC=C2C(=CNC12)C1CCNCC1 (7-chloro-3-(piperidin-4-yl)-1H-indole), ClCCCOC=1C=2C=CNC2C=CC1 (1-chloro-3-(1H-indole-4-oxy)propane), C([O-])([O-])=O.[K+].[K+] (potassium carbonate). Yields the product ClC=1C=CC=C2C(=CNC12)C1CCN(CC1)CCCOC1=C2C=CNC2=CC=C1 (3-[4-(7-chloro-3-indolyl)piperidin-1-yl]-1-(4-indolyloxy)propane). RXN SMILES: [Cl:1][C:2]1[CH:3]=[CH:4][CH:5]=[C:6]2[C:10]=1[NH:9][CH:8]=[C:7]2[CH:11]1[CH2:16][CH2:15][NH:14][CH2:13][CH2:12]1.Cl[CH2:18][CH2:19][CH2:20][O:21][C:22]1[C:23]2[CH:24]=[CH:25][NH:26][C:27]=2[CH:28]=[CH:29][CH:30]=1.C(=O)([O-])[O-].[K+].[K+]>>[Cl:1][C:2]1[CH:3]=[CH:4][CH:5]=[C:6]2[C:10]=1[NH:9][CH:8]=[C:7]2[CH:11]1[CH2:16][CH2:15][N:14]([CH2:18][CH2:19][CH2:20][O:21][C:22]2[CH:30]=[CH:29][CH:28]=[C:27]3[C:23]=2[CH:24]=[CH:25][NH:26]3)[CH2:13][CH2:12]1 |f:2.3.4|. Procedure: The title compound was prepared in a fashion similar to that described in Example 192 from 7-chloro-3-(piperidin-4-yl)-1H-indole (0.34 g, 1.25 mmol), 1-chloro-3-(1H-indole-4-oxy)propane (0.275 g, 1.32 mmol) and potassium carbonate (0.41 g, 3.0 mmol). The product was isolated as a white foam. Yield 240 mg (47%). mp 178°-182° C. FDMS m/e=407 (M+ of free base). HRMS: calc., 408.184265; found, 408.184300